From a dataset of the Open Reaction Database (ORD), a public repository of structured organic reaction records. describe an organic reaction: reactants, conditions, products, and yield The reactants are BrN1C(CCC1=O)=O (N-Bromosuccinimide), N#CN (Cyanamide), CC(C)([O-])C.[K+] (potassium tert-butoxide), FC=1C=C(CN2C(C3=CC=CC=C3C2=O)=O)C=CC1SC (2-(3-Fluoro-4-methylsulfanyl-benzyl)-isoindole-1,3-dione). Run in CO (methanol). Yields the product FC=1C=C(CN2C(C3=CC=CC=C3C2=O)=O)C=CC1S(=NC#N)C (2-(3-Fluoro-4-(N-cyano-S-methylsulfinimidoyl)-benzyl)-isoindole-1,3-dione). As a reaction SMILES: [N:1]#[C:2][NH2:3].CC(C)([O-])C.[K+].[F:10][C:11]1[CH:12]=[C:13]([CH:26]=[CH:27][C:28]=1[S:29][CH3:30])[CH2:14][N:15]1[C:23](=[O:24])[C:22]2[C:17](=[CH:18][CH:19]=[CH:20][CH:21]=2)[C:16]1=[O:25].BrN1C(=O)CCC1=O>CO>[F:10][C:11]1[CH:12]=[C:13]([CH:26]=[CH:27][C:28]=1[S:29]([CH3:30])=[N:1][C:2]#[N:3])[CH2:14][N:15]1[C:23](=[O:24])[C:22]2[C:17](=[CH:18][CH:19]=[CH:20][CH:21]=2)[C:16]1=[O:25] |f:1.2|. Procedure: Cyanamide (350 mg, 8.20 mmol) and potassium tert-butoxide (860 mg, 7.60 mmol) are added to a solution of 2-(3-fluoro-4-methylsulfanyl-benzyl)-isoindole-1,3-dione (preparation 15a, 2.00 g, 6.31 mmol) in methanol (50 mL). N-Bromosuccinimide (1.70 g, 9.50 mmol) is added and the mixture is stirred at room temperature over night. All volatiles are removed under reduced pressure, and the residue is treated with dichloromethane (20 mL). The mixture is washed with saturated aqueous sodium chloride solut... Reactants: CN(CC(=O)NC1=C(C=C(C(=C1)[N+](=O)[O-])OC)C)C (N2,N2-dimethyl-N1-[2-methyl-4-(methyloxy)-5-nitrophenyl]glycinamide). Reagents/catalysts: [Pd] (Pd), [Pd] (Pd/C). The solvent is CO (methanol). Run at time 8 hour. Yields the product NC=1C(=CC(=C(C1)NC(CN(C)C)=O)C)OC (N1-[5-amino-2-methyl-4-(methyloxy)phenyl]-N2,N2-dimethylglycinamide). Isolated yield 76.3%. Reaction SMILES: [CH3:1][N:2]([CH3:19])[CH2:3][C:4]([NH:6][C:7]1[CH:12]=[C:11]([N+:13]([O-])=O)[C:10]([O:16][CH3:17])=[CH:9][C:8]=1[CH3:18])=[O:5]>CO.[Pd]>[NH2:13][C:11]1[C:10]([O:16][CH3:17])=[CH:9][C:8]([CH3:18])=[C:7]([NH:6][C:4](=[O:5])[CH2:3][N:2]([CH3:19])[CH3:1])[CH:12]=1. Procedure details: N2,N2-dimethyl-N1-[2-methyl-4-(methyloxy)-5-nitrophenyl]glycinamide (0.642 mg, 2.4 mmol) was suspended in methanol (20 ml) and Pd/C (65 mg) was added. The reaction vessel was subjected to H2 at 60 psi on a Fisher Porter apparatus. After stirring overnight, the reaction was not complete so more Pd (from a new bottle) was added and the vessel resubjected to H2 at 60 psi on a Fisher Porter apparatus for an additional 18 h. Pd/C was removed from the reaction by filtering through a pad of celite and ... Reactants: Cc1ccc(-c2cccc(C=CC(=O)Nc3ccc(CCl)cc3)c2)cc1, OCC1CCCCN1, CN(C)C=O, O. The product is Cc1ccc(-c2cccc(C=CC(=O)Nc3ccc(CN4CCCCC4CO)cc3)c2)cc1. Reaction SMILES: [Cl:1][CH2:2][c:3]1[cH:4][cH:5][c:6]([NH:9][C:10]([CH:11]=[CH:12][c:13]2[cH:14][c:15](-[c:19]3[cH:20][cH:21][c:22]([CH3:25])[cH:23][cH:24]3)[cH:16][cH:17][cH:18]2)=[O:26])[cH:7][cH:8]1.[NH:27]1[CH:28]([CH2:33][OH:34])[CH2:29][CH2:30][CH2:31][CH2:32]1.[O:36]=[CH:37][N:38]([CH3:39])[CH3:40].[OH2:35]>>[CH2:2]([c:3]1[cH:4][cH:5][c:6]([NH:9][C:10]([CH:11]=[CH:12][c:13]2[cH:14][c:15](-[c:19]3[cH:20][cH:21][c:22]([CH3:25])[cH:23][cH:24]3)[cH:16][cH:17][cH:18]2)=[O:26])[cH:7][cH:8]1)[N:27]1[CH:28]([CH2:33][OH:34])[CH2:29][CH2:30][CH2:31][CH2:32]1. Run in C(C)(=O)OCC (ethyl acetate), O (water). Conditions: time 30 minute. The product is O=C1C=NC2=C(N1CC=O)N=C(C=C2)N2N=CN=C2 ((3-oxo-6-(1H-1,2,4-triazol-1-yl)pyrido(2,3-b)pyrazin-4(3H)-yl)acetaldehyde). Isolated yield 143.5%. Reactants: [OH-].[Na+] (sodium hydroxide), O1C(OCC1)CN1C2=C(N=CC1=O)C=CC(=N2)N2N=CN=C2 (4-(1,3-dioxolan-2-ylmethyl)-6-(1H-1,2,4-triazol-1-yl)pyrido(2,3-b)pyrazin-3(4H)-one), FC(C(=O)O)(F)F (trifluoroacetic acid), C(O)([O-])=O.[Na+] (sodium hydrogen carbonate). Procedure details: To 98 mg of 4-(1,3-dioxolan-2-ylmethyl)-6-(1H-1,2,4-triazol-1-yl)pyrido(2,3-b)pyrazin-3(4H)-one, 3 mL of an 80% aqueous trifluoroacetic acid solution was added, and the mixture was stirred at room temperature for 6 hours 30 minutes. Thereto were added water and ethyl acetate, and the mixture was neutralized with a saturated aqueous sodium hydrogen carbonate solution and an aqueous sodium hydroxide solution. The organic layer was separated, and sodium chloride was added to the aqueous layer, and ... As a reaction SMILES: [O:1]1CCO[CH:2]1[CH2:6][N:7]1[C:12](=[O:13])[CH:11]=[N:10][C:9]2[CH:14]=[CH:15][C:16]([N:18]3[CH:22]=[N:21][CH:20]=[N:19]3)=[N:17][C:8]1=2.FC(F)(F)C(O)=O.C(=O)([O-])O.[Na+].[OH-].[Na+]>C(OCC)(=O)C.O>[O:13]=[C:12]1[N:7]([CH2:6][CH:2]=[O:1])[C:8]2[N:17]=[C:16]([N:18]3[CH:22]=[N:21][CH:20]=[N:19]3)[CH:15]=[CH:14][C:9]=2[N:10]=[CH:11]1 |f:2.3,4.5|. Reactants: ClC1=C2C(N(C(=NC2=CC=C1)CCl)C1=C(C=CC=C1)C)=O (5-Chloro-2-chloromethyl-3-o-tolyl-3H-quinazolin-4-one), O.SC1=C2NC=NC2=NC=N1 (6-mercaptopurine monohydrate), C(=O)([O-])[O-].[K+].[K+] (K2CO3). Run in CN(C)C=O (DMF). Product: ClC1=C2C(N(C(=NC2=CC=C1)CSC1=C2N=CNC2=NC=N1)C1=C(C=CC=C1)C)=O (5-Chloro-2-(9H-purin-6-ylsulfanylmethyl)-3-o-tolyl-3H-quinazolin-4-one). Isolated yield 52.6%. RXN SMILES: [Cl:1][C:2]1[CH:11]=[CH:10][CH:9]=[C:8]2[C:3]=1[C:4](=[O:21])[N:5]([C:14]1[CH:19]=[CH:18][CH:17]=[CH:16][C:15]=1[CH3:20])[C:6]([CH2:12]Cl)=[N:7]2.O.[SH:23][C:24]1[N:32]=[CH:31][N:30]=[C:29]2[C:25]=1[NH:26][CH:27]=[N:28]2.C([O-])([O-])=O.[K+].[K+]>CN(C=O)C>[Cl:1][C:2]1[CH:11]=[CH:10][CH:9]=[C:8]2[C:3]=1[C:4](=[O:21])[N:5]([C:14]1[CH:19]=[CH:18][CH:17]=[CH:16][C:15]=1[CH3:20])[C:6]([CH2:12][S:23][C:24]1[N:32]=[CH:31][N:30]=[C:29]3[C:25]=1[N:26]=[CH:27][NH:28]3)=[N:7]2 |f:1.2,3.4.5|. Procedure details: Prepared according to Procedure C using Intermediate 2j (200 mg, 0.626 mmol), 6-mercaptopurine monohydrate (93 mg, 0.546 mmol), K2CO3 (95 mg, 0.689 mmol), and DMF (4 mL). The crude product was recrystallized from EtOH to provide 125 mg of an off-white solid (46%), mp 213.9° C. 1H NMR (DMSO-d6) δ: 13.53 (br s, 1H); 8.49 (s, 1H); 8.44 (s, 1H); 7.78 (t, J=7.9 Hz, 1H); 7.63 (d, J=8.2 Hz, 1H); 7.59 (d, J=7.7 Hz, 1H); 7.49 (d, J=6.9 Hz, 1H); 7.24-7.41 (m, 3H); 4.32-4.45 (m, 2H); 2.14 (s, 3H). 13C NMR ...